Dataset: the Open Reaction Database (ORD), a public repository of structured organic reaction records. Task: describe an organic reaction: reactants, conditions, products, and yield Starting materials: CC#N, CCOCC, CC#N, CNC(=NC#N)NCCSCc1nc[nH]c1C, C1CCOC1, O, O=[N+]([O-])O. The product is CNC(=NC#N)NCCSCc1nc[nH]c1C, O=[N+]([O-])[O-]. RXN SMILES: [C:31](#[N:32])[CH3:33].[CH2:34]([O:35][CH2:36][CH3:37])[CH3:38].[CH3:18][C:19]#[N:20].[CH3:1][NH:2][C:3]([NH:4][CH2:5][CH2:6][S:7][CH2:8][c:9]1[n:10][cH:11][nH:12][c:13]1[CH3:14])=[N:15][C:16]#[N:17].[O:26]1[CH2:27][CH2:28][CH2:29][CH2:30]1.[OH2:25].[OH:21][N+:22]([O-:23])=[O:24]>>[CH3:1][NH:2][C:3]([NH:4][CH2:5][CH2:6][S:7][CH2:8][c:9]1[n:10][cH:11][nH:12][c:13]1[CH3:14])=[N:15][C:16]#[N:17].[O:21]=[N+:22]([O-:23])[O-:24]. The reactants are C(C)O (ethanol), [BH4-].[Na+] (sodium borohydride), C(C)OC(=O)C(C1=CC2=C(C=C1)OCO2)NC2=NC=NC1=CC=C(C=C21)Cl (4-(α-ethoxycarbonyl-3,4-methylenedioxybenzyl)amino-6-chloroquinazoline). Run in O (water). Yields the product OCC(C1=CC2=C(C=C1)OCO2)NC2=NC=NC1=CC=C(C=C21)Cl (4-(α-Hydroxymethyl-3,4-methylenedioxybenzyl)amino-6-chloroquinazoline). The yield is 16.8%. As a reaction SMILES: C(O)C.[BH4-].[Na+].C([O:8][C:9]([CH:11]([NH:21][C:22]1[C:31]2[C:26](=[CH:27][CH:28]=[C:29]([Cl:32])[CH:30]=2)[N:25]=[CH:24][N:23]=1)[C:12]1[CH:17]=[CH:16][C:15]2[O:18][CH2:19][O:20][C:14]=2[CH:13]=1)=O)C>O>[OH:8][CH2:9][CH:11]([NH:21][C:22]1[C:31]2[C:26](=[CH:27][CH:28]=[C:29]([Cl:32])[CH:30]=2)[N:25]=[CH:24][N:23]=1)[C:12]1[CH:17]=[CH:16][C:15]2[O:18][CH2:19][O:20][C:14]=2[CH:13]=1 |f:1.2|. Procedure: 10 ml of ethanol and 197 mg of sodium borohydride were added to 200 mg of 4-(α-ethoxycarbonyl-3,4-methylenedioxybenzyl)amino-6-chloroquinazoline. The obtained mixture was refluxed for 30 minutes, followed by the addition of 5 ml of water. The obtained mixture was concentrated under a reduced pressure, followed by the addition of 10 ml of water. The crystal thus precipitated was recovered by filtration. Thus, 30 mg of the title compound was obtained.